Task: describe an organic reaction: reactants, conditions, products, and yield. Dataset: the Open Reaction Database (ORD), a public repository of structured organic reaction records The reactants are COc1cc2c(-c3cc4c(C=O)ccnc4n3S(=O)(=O)c3ccc(C)cc3)cn(C)c2cc1OC, NCc1cccs1. Product: COc1cc2c(-c3cc4c(CNCc5cccs5)ccnc4n3S(=O)(=O)c3ccc(C)cc3)cn(C)c2cc1OC. As a reaction SMILES: [CH3:1][O:2][c:3]1[cH:4][c:5]2[c:6](-[c:15]3[cH:16][c:17]4[c:18]([n:19][cH:20][cH:21][c:22]4[CH:23]=[O:24])[n:25]3[S:26](=[O:27])(=[O:28])[c:29]3[cH:30][cH:31][c:32]([CH3:35])[cH:33][cH:34]3)[cH:7][n:8]([CH3:14])[c:9]2[cH:10][c:11]1[O:12][CH3:13].[s:36]1[c:37]([CH2:41][NH2:42])[cH:38][cH:39][cH:40]1>>[CH3:1][O:2][c:3]1[cH:4][c:5]2[c:6](-[c:15]3[cH:16][c:17]4[c:18]([n:19][cH:20][cH:21][c:22]4[CH2:23][NH:42][CH2:41][c:37]4[s:36][cH:40][cH:39][cH:38]4)[n:25]3[S:26](=[O:27])(=[O:28])[c:29]3[cH:30][cH:31][c:32]([CH3:35])[cH:33][cH:34]3)[cH:7][n:8]([CH3:14])[c:9]2[cH:10][c:11]1[O:12][CH3:13]. Starting materials: N1(C=CC=C1)N=CC1=NN(C2=CC(=CC=C12)NC1=C(C(=O)O)C=CC=C1)COCC[Si](C)(C)C (2-[3-(Pyrrol-1-yliminomethyl)-1-(2-trimethylsilanyl-ethoxymethyl)-1H-indazol-6-ylamino]-benzoic acid), C1(=CC(=CC=C1)N)N (benzene-1,3-diamine). Yields the product N1(C=CC=C1)N=CC1=NNC2=CC(=CC=C12)NC1=C(C(=O)O)C=CC=C1 (2-[3-(Pyrrol-1-yliminomethyl)-1H-indazol-6-ylamino]-benzoic acid). Reaction SMILES: [N:1]1([N:6]=[CH:7][C:8]2[C:16]3[C:11](=[CH:12][C:13]([NH:17][C:18]4[CH:26]=[CH:25][CH:24]=[CH:23][C:19]=4[C:20]([OH:22])=[O:21])=[CH:14][CH:15]=3)[N:10](COCC[Si](C)(C)C)[N:9]=2)[CH:5]=[CH:4][CH:3]=[CH:2]1.C1(N)C=CC=C(N)C=1>>[N:1]1([N:6]=[CH:7][C:8]2[C:16]3[C:11](=[CH:12][C:13]([NH:17][C:18]4[CH:26]=[CH:25][CH:24]=[CH:23][C:19]=4[C:20]([OH:22])=[O:21])=[CH:14][CH:15]=3)[NH:10][N:9]=2)[CH:5]=[CH:4][CH:3]=[CH:2]1. Reported procedure: Prepared in a similar manner to that described for Example 11 in U.S. Pat. No. 6,534,524, issued Mar. 18, 2003, herein incorporated by reference in its entirety for all purposes, except using 2-[3-(Pyrrol-1-yliminomethyl)-1-(2-trimethylsilanyl-ethoxymethyl)-1H-indazol-6-ylamino]-benzoic acid instead of N-methyl-N-{3-styryl-1-[2-trimethyl-silanyl)-ethoxymethyl]-1H-indazol-6-yl}-benzene-1,3-diamine. 1H NMR (DMSO-d6) δ 13.12 (1H, s), 12.70 (1H, s), 8.94 (1H, s), 8.10 (1H, d, J=8.7 Hz), 7.91 (1H, dd... Reactants: CSC1=NN=C(S1)N=C=O (5-Methylthio-1,3,4-thiadiazol-2-yl isocyanate), CNN (methylhydrazine), NN (hydrazine). The solvent is C(Cl)Cl (methylene chloride). Yields the product CN(N)C(=O)NC=1SC(=NN1)SC (2-methyl-4-(5-methylthio-1,3,4-thiadiazol-2-yl) semicarbazide). Reaction SMILES: [CH3:1][NH:2][NH2:3].[CH3:4][S:5][C:6]1[S:10][C:9]([N:11]=[C:12]=[O:13])=[N:8][N:7]=1.NN>C(Cl)Cl>[CH3:1][N:2]([C:12]([NH:11][C:9]1[S:10][C:6]([S:5][CH3:4])=[N:7][N:8]=1)=[O:13])[NH2:3]. Procedure details: A solution of methylhydrazine (0.3 mole) in methylene chloride (150 ml) is charged into a glass reaction vessel equipped with a mechanical stirrer, thermometer and reflux condenser. 5-Methylthio-1,3,4-thiadiazol-2-yl isocyanate dimer (0.1 mole) is then added, with stirring, at room tempertaure. After the addition is completed the reaction mixture is heated at reflux for a period of about 4 hours. After this time the reaction mixture is stripped of solvent and excess hydrazine to yield the desire... Starting materials: N1=CC(=CC=C1)CC=1C(NC(=NC1)SC)=O (5-(3-Pyridylmethyl)-2-methylthio-4-pyrimidone), BrC=1C(=NC=CC1)CSCCN (2-(3-bromo-2-pyridylmethylthio)-ethylamine). Yields the product BrC=1C(=NC=CC1)CSCCNC1=NC=C(C(N1)=O)CC=1C=NC=CC1 (2-[2-(3-bromo-2-pyridylmethylthio)-ethylamino]-5-(3-pyridylmethyl)-4-pyrimidone). RXN SMILES: [N:1]1[CH:6]=[CH:5][CH:4]=[C:3]([CH2:7][C:8]2[C:9](=[O:16])[NH:10][C:11](SC)=[N:12][CH:13]=2)[CH:2]=1.[Br:17][C:18]1[C:19]([CH2:24][S:25][CH2:26][CH2:27][NH2:28])=[N:20][CH:21]=[CH:22][CH:23]=1>>[Br:17][C:18]1[C:19]([CH2:24][S:25][CH2:26][CH2:27][NH:28][C:11]2[NH:10][C:9](=[O:16])[C:8]([CH2:7][C:3]3[CH:2]=[N:1][CH:6]=[CH:5][CH:4]=3)=[CH:13][N:12]=2)=[N:20][CH:21]=[CH:22][CH:23]=1. Procedure: 5-(3-Pyridylmethyl)-2-methylthio-4-pyrimidone (1.27 g) was reacted with 2-(3-bromo-2-pyridylmethylthio)-ethylamine (1.35 g) according to the procedure in Example 2. The reaction mixture was triturated with hot water to give 2-[2-(3-bromo-2-pyridylmethylthio)-ethylamino]-5-(3-pyridylmethyl)-4-pyrimidone, and this product was treated with dilute hydrobromic acid to give the title compound, m.p. 217°-220.5° (ex-methanol) Starting materials: O (water), [K] (potassium), CC1(C(C1C=C1CCC1)C(=O)O)C (2,2-dimethyl-3-cyclobutylidenemethylcyclopropanecarboxylic acid), FC1=C(C(=C(C(=C1CBr)F)F)F)F (pentafluorobenzyl bromide). Run in CN(C=O)C (dimethylformamide). The product is CC1(C(C1C=C1CCC1)C(=O)OCC1=C(C(=C(C(=C1F)F)F)F)F)C (pentafluorobenzyl 2,2-dimethyl-3-cyclobutylidenemethylcyclopropanecaboxylate). Isolated yield 67.1%. Reaction SMILES: [K].[CH3:2][C:3]1([CH3:14])[CH:5]([CH:6]=[C:7]2[CH2:10][CH2:9][CH2:8]2)[CH:4]1[C:11]([OH:13])=[O:12].[F:15][C:16]1[C:21]([CH2:22]Br)=[C:20]([F:24])[C:19]([F:25])=[C:18]([F:26])[C:17]=1[F:27].O>CN(C)C=O>[CH3:2][C:3]1([CH3:14])[CH:5]([CH:6]=[C:7]2[CH2:10][CH2:9][CH2:8]2)[CH:4]1[C:11]([O:13][CH2:22][C:21]1[C:20]([F:24])=[C:19]([F:25])[C:18]([F:26])=[C:17]([F:27])[C:16]=1[F:15])=[O:12] |^1:0|. Reported procedure: 3.6 g (0.0165 mol) of the potassium salt of 2,2-dimethyl-3-cyclobutylidenemethylcyclopropanecarboxylic acid were dissolved in 50 ml of dimethylformamide and the solution was heated to 110° C., together with 4.3 g (0.0165 mol) of pentafluorobenzyl bromide, for 3 hours. After the reaction had ended, the reaction mixture was poured into 150 ml of water and extracted twice with 100 ml of methylene chloride each time. The organic phase was then extracted by shaking twice with 100 ml of water each tim... Starting materials: CCCNC1CCC(CNc2nc3c(s2)CCOc2ccccc2-3)CC1, C1CCOC1, [Na+], [OH-], O=Cn1nnc2ccccc21. The product is CCCN(C=O)C1CCC(CNc2nc3c(s2)CCOc2ccccc2-3)CC1. RXN SMILES: [CH2:1]([CH2:2][CH3:3])[NH:4][CH:5]1[CH2:6][CH2:7][CH:8]([CH2:11][NH:12][c:13]2[s:14][c:15]3[c:16]([n:17]2)-[c:18]2[c:19]([cH:23][cH:24][cH:25][cH:26]2)[O:20][CH2:21][CH2:22]3)[CH2:9][CH2:10]1.[CH2:40]1[O:41][CH2:42][CH2:43][CH2:44]1.[Na+:39].[OH-:38].[n:27]1([CH:36]=[O:37])[c:28]2[cH:29][cH:30][cH:31][cH:32][c:33]2[n:34][n:35]1>>[CH2:1]([CH2:2][CH3:3])[N:4]([CH:5]1[CH2:6][CH2:7][CH:8]([CH2:11][NH:12][c:13]2[s:14][c:15]3[c:16]([n:17]2)-[c:18]2[c:19]([cH:23][cH:24][cH:25][cH:26]2)[O:20][CH2:21][CH2:22]3)[CH2:9][CH2:10]1)[CH:36]=[O:37]. Procedure: In the same way as described in example 3, 4.2g of 1,2,3,4-tetrahydro-8,9-dimethyl-5H-[1]benzopyrano[3,4-c]pyridin-5-one, 4.05g of N-chloroethylpiperidine hydrochloride and 4.4g of triethylamine gave 5.0g of crude base. Crystallization from actronitrile gave analytical material, m.p. 142°-5° C. Starting materials: CC1=CC2=C(C=C1C)C1=C(CNCC1)C(O2)=O (1,2,3,4-tetrahydro-8,9-dimethyl-5H-[1]benzopyrano[3,4-c]pyridin-5-one), Cl.ClCCN1CCCCC1 (N-chloroethylpiperidine hydrochloride). Yield: 80.2%. Solvent: C(C)N(CC)CC (triethylamine). RXN SMILES: [CH3:1][C:2]1[C:7]([CH3:8])=[CH:6][C:5]2[C:9]3[CH2:14][CH2:13][NH:12][CH2:11][C:10]=3[C:15](=[O:17])[O:16][C:4]=2[CH:3]=1.Cl.Cl[CH2:20][CH2:21][N:22]1[CH2:27][CH2:26][CH2:25][CH2:24][CH2:23]1>C(N(CC)CC)C>[CH3:1][C:2]1[C:7]([CH3:8])=[CH:6][C:5]2[C:9]3[CH2:14][CH2:13][N:12]([CH2:20][CH2:21][N:22]4[CH2:27][CH2:26][CH2:25][CH2:24][CH2:23]4)[CH2:11][C:10]=3[C:15](=[O:17])[O:16][C:4]=2[CH:3]=1 |f:1.2|. The product is CC1=CC2=C(C=C1C)C1=C(CN(CC1)CCN1CCCCC1)C(O2)=O (1,2,3,4-Tetrahydro-8,9-dimethyl-3[2-(piperidino)-ethyl]-5H-[1]benzopyrano[3,4-c]pyridine-5-one). Starting materials: NC1=C(C(=NC=C1Cl)OCCO)Cl (4-amino-3,5-dichloro-2-(2-hydroxyethoxy)pyridine). Run in 5, Cl (hydrochloric acid). Product: Cl.NC1=C(C(=NC=C1Cl)OCCO)Cl (4-Amino-3,5-dichloro-2-(2-hydroxyethoxy)pyridine, hydrochloride). Isolated yield 95.0%. As a reaction SMILES: [NH2:1][C:2]1[C:7]([Cl:8])=[CH:6][N:5]=[C:4]([O:9][CH2:10][CH2:11][OH:12])[C:3]=1[Cl:13]>Cl>[ClH:8].[NH2:1][C:2]1[C:7]([Cl:8])=[CH:6][N:5]=[C:4]([O:9][CH2:10][CH2:11][OH:12])[C:3]=1[Cl:13] |f:2.3|. Procedure details: Ten grams of 4-amino-3,5-dichloro-2-(2-hydroxyethoxy)pyridine, prepared in Example I, was dissolved in 50 milliliters of 5 Normal hydrochloric acid, at ambient temperature, with agitation. The solid which precipitated was recovered by filtration under reduced pressure and dried. The 4-amino-3,5-dichloro-2-(2-hydroxyethoxy)pyridine, hydrochloride product was recovered in a yield of 95 percent of theoretical and melted at 169° C. to 170° C. The reactants are O.[OH-].[Li+] (lithium hydroxide monohydrate), COC(=O)C1=CN(C2=CC=C(C=C12)C)C1=CC=NC2=CC=CC=C12 (3-methoxycarbonyl-5-methyl-1-(quinol-4-yl)-1H-indole). Solvent: O (water), O (water), O1CCCC1 (tetrahydrofuran). Reaction conditions: time 22 hour. Product: C(=O)(O)C1=CN(C2=CC=C(C=C12)C)C1=CC=NC2=CC=CC=C12 (3-carboxy-5-methyl-1-(quinol-4-yl)-1H-indole). Isolated yield 98.3%. As a reaction SMILES: O.[OH-].[Li+].C[O:5][C:6]([C:8]1[C:16]2[C:11](=[CH:12][CH:13]=[C:14]([CH3:17])[CH:15]=2)[N:10]([C:18]2[C:27]3[C:22](=[CH:23][CH:24]=[CH:25][CH:26]=3)[N:21]=[CH:20][CH:19]=2)[CH:9]=1)=[O:7]>O1CCCC1.O>[C:6]([C:8]1[C:16]2[C:11](=[CH:12][CH:13]=[C:14]([CH3:17])[CH:15]=2)[N:10]([C:18]2[C:27]3[C:22](=[CH:23][CH:24]=[CH:25][CH:26]=3)[N:21]=[CH:20][CH:19]=2)[CH:9]=1)([OH:7])=[O:5] |f:0.1.2|. Procedure details: 0.422 g (10.05 mmol) of lithium hydroxide monohydrate and 50 cm3 of water are added at 25° C. to 1.06 g (3.35 mmol) of 3-methoxycarbonyl-5-methyl-1-(quinol-4-yl)-1H-indole dissolved in 50 cm3 of tetrahydrofuran. After stirring at the reflux point of the solvent for 22 hours, the reaction mixture is concentrated to dryness under reduced pressure (2.7 kPa) to give a residue which is taken up in 25 cm3 of water and then triturated with 10 cm3 of N hydrochloric acid. After filtering off and drying t... The reactants are ClC1=C(C=CC=2C(=NOC21)C2=C(C=CC=C2)F)OCC(=O)Cl ({[7-chloro-3-(2-fluorophenyl)-1,2-benzisoxazol-6-yl]oxy}acetyl chloride), [OH-].[NH4+] (ammonium hydroxide). Run at time 2 hour. Product: ClC1=C(C=CC=2C(=NOC21)C2=C(C=CC=C2)F)OCC(=O)N ({[7-chloro-3-(2-fluorophenyl)-1,2-benzisoxazol-6-yl]oxy}acetamide). RXN SMILES: [Cl:1][C:2]1[C:10]2[O:9][N:8]=[C:7]([C:11]3[CH:16]=[CH:15][CH:14]=[CH:13][C:12]=3[F:17])[C:6]=2[CH:5]=[CH:4][C:3]=1[O:18][CH2:19][C:20](Cl)=[O:21].[OH-].[NH4+:24]>>[Cl:1][C:2]1[C:10]2[O:9][N:8]=[C:7]([C:11]3[CH:16]=[CH:15][CH:14]=[CH:13][C:12]=3[F:17])[C:6]=2[CH:5]=[CH:4][C:3]=1[O:18][CH2:19][C:20]([NH2:24])=[O:21] |f:1.2|. Procedure details: To 3.5 g of {[7-chloro-3-(2-fluorophenyl)-1,2-benzisoxazol-6-yl]oxy}acetyl chloride is added 50 ml of conc ammonium hydroxide at 0° C. After stirring for 2 hr the precipitate is filtered and washed with ice-cold acetonitrile. Recrystallization of the filter cake from acetonitrile gives {[7-chloro-3-(2-fluorophenyl)-1,2-benzisoxazol-6-yl]oxy}acetamide, mp 172° C.